From a dataset of the Open Reaction Database (ORD), a public repository of structured organic reaction records. describe an organic reaction: reactants, conditions, products, and yield Starting materials: S1C(=CC=C1)B(O)O (2-thiophene boronic acid), BrC1=CC=2N=CN=C(C2S1)NC1=CC=C(C=C1)NC1=CC=C(C=C1)OC (N-(6-bromo-thieno[3,2-d]pyrimidin-4-yl)-N′-(4-methoxy-phenyl)-benzene-1,4-diamine). Yields the product COC1=CC=C(C=C1)NC1=CC=C(C=C1)NC=1C2=C(N=CN1)C=C(S2)C=2SC=CC2 (N-(4-Methoxy-phenyl)-N′-(6-thiophen-2-yl-thieno[3,2-d]pyrimidin-4-yl)-benzene-1,4-diamine). As a reaction SMILES: [S:1]1[CH:5]=[CH:4][CH:3]=[C:2]1B(O)O.Br[C:10]1[S:18][C:17]2[C:16]([NH:19][C:20]3[CH:25]=[CH:24][C:23]([NH:26][C:27]4[CH:32]=[CH:31][C:30]([O:33][CH3:34])=[CH:29][CH:28]=4)=[CH:22][CH:21]=3)=[N:15][CH:14]=[N:13][C:12]=2[CH:11]=1>>[CH3:34][O:33][C:30]1[CH:31]=[CH:32][C:27]([NH:26][C:23]2[CH:24]=[CH:25][C:20]([NH:19][C:16]3[C:17]4[S:18][C:10]([C:2]5[S:1][CH:5]=[CH:4][CH:3]=5)=[CH:11][C:12]=4[N:13]=[CH:14][N:15]=3)=[CH:21][CH:22]=2)=[CH:28][CH:29]=1. Procedure details: The title compound was prepared from 2-thiophene boronic acid and N-(6-bromo-thieno[3,2-d]pyrimidin-4-yl)-N′-(4-methoxy-phenyl)-benzene-1,4-diamine by a procedure analogous to example 2. M.P. 231-40° C. ; LC-MS: 431 (MH+); HPLC RT: 6.740 minutes. The product is C(C)OP(=O)(OCC)C=1C=C2C=CC(OC2=CC1)(C)C (6-Diethylphosphono-2,2-dimethyl-2H-chromene). Procedure: 16 g of 6-bromo-2,2-dimethyl-2H-chromene are dissolved in 100 ml of triethyl phosphite. 2 g of nickel chloride are added and the mixture is refluxed at 180° C. for 24 hours in an autoclave. After the remaining triethyl phosphite has been concentrated, the expected product distills at 130°-140° C. under 0.1 mm Hg. 11.5 g are collected. Reagents/catalysts: [Ni](Cl)Cl (nickel chloride). Starting materials: BrC=1C=C2C=CC(OC2=CC1)(C)C (6-bromo-2,2-dimethyl-2H-chromene), P(OCC)(OCC)OCC (triethyl phosphite). Conditions: temperature 180 celsius. As a reaction SMILES: Br[C:2]1[CH:3]=[C:4]2[C:9](=[CH:10][CH:11]=1)[O:8][C:7]([CH3:13])([CH3:12])[CH:6]=[CH:5]2.[P:14]([O:21]CC)([O:18][CH2:19][CH3:20])[O:15][CH2:16][CH3:17]>[Ni](Cl)Cl>[CH2:16]([O:15][P:14]([C:2]1[CH:3]=[C:4]2[C:9](=[CH:10][CH:11]=1)[O:8][C:7]([CH3:13])([CH3:12])[CH:6]=[CH:5]2)([O:18][CH2:19][CH3:20])=[O:21])[CH3:17]. The solvent is N1=CC=CC=C1 (pyridine), C(C)OCC (diethyl ether). Starting materials: FC(S(=O)(=O)OC=1C=C2CC(CC2=CC1)N(CCC)CCC)(F)F (5-trifluoromethanesulfonyloxy-2-(di-n-propylamino)indan), C(CCC)[Sn](C#C)(CCCC)CCCC (tri-n-butylethynylstannane), [Cl-].[Li+] (lithium chloride), tetrakis(triphenylphosphlne)palladium(0), [F-].N1=CC=CC=C1 (pyridine fluoride), C(C)(C)(C)C1=C(C(=CC(=C1)C)C(C)(C)C)O (2,6-di-tert-butyl-4-methylphenol). Yields the product C(#C)C=1C=C2CC(CC2=CC1)N(CCC)CCC (5-Ethynyl-2-(di-n-propylamino)indan). RXN SMILES: FC(F)(F)S(O[C:7]1[CH:8]=[C:9]2[C:13](=[CH:14][CH:15]=1)[CH2:12][CH:11]([N:16]([CH2:20][CH2:21][CH3:22])[CH2:17][CH2:18][CH3:19])[CH2:10]2)(=O)=O.[CH2:25]([Sn](CCCC)(CCCC)C#C)[CH2:26]CC.[Cl-].[Li+].C(C1C=C(C)C=C(C(C)(C)C)C=1O)(C)(C)C.[F-].N1C=CC=CC=1>C(OCC)C.N1C=CC=CC=1>[C:25]([C:7]1[CH:8]=[C:9]2[C:13](=[CH:14][CH:15]=1)[CH2:12][CH:11]([N:16]([CH2:20][CH2:21][CH3:22])[CH2:17][CH2:18][CH3:19])[CH2:10]2)#[CH:26] |f:2.3,5.6|. Procedure: To a solution of 5-trifluoromethanesulfonyloxy-2-(di-n-propylamino)indan (Example 2) in 1,4-dixoane is treated with tri-n-butylethynylstannane, lithium chloride, tetrakis(triphenylphosphlne)palladium(0), and a few crystals of 2,6-di-tert-butyl-4-methylphenol under nitrogen (J. Am. Chem. Soc. 1987, 109, 5478). The mixture is refluxed for 6 h, cooled to room temperature, and treated with pyridine and pyridine fluoride and iluted with diethyl ether. The resulting crude product is purified by chroma... Starting materials: CCCCO, Cc1ccc(N2CCNCC2)cc1, CC(C)O, CN1CC(CCCl)OC1=O, [I-], [K+], [Na+], [Na+], O=C([O-])[O-]. Product: Cc1ccc(N2CCN(CCC3CN(C)C(=O)O3)CC2)cc1. Reaction SMILES: [CH2:32]([OH:33])[CH2:34][CH2:35][CH3:36].[CH3:1][c:2]1[cH:3][cH:4][c:5]([N:8]2[CH2:9][CH2:10][NH:11][CH2:12][CH2:13]2)[cH:6][cH:7]1.[CH3:37][CH:38]([OH:39])[CH3:40].[Cl:14][CH2:15][CH2:16][CH:17]1[CH2:18][N:19]([CH3:23])[C:20](=[O:22])[O:21]1.[I-:31].[K+:30].[Na+:24].[Na+:25].[O-:26][C:27](=[O:28])[O-:29]>>[CH3:1][c:2]1[cH:3][cH:4][c:5]([N:8]2[CH2:9][CH2:10][N:11]([CH2:15][CH2:16][CH:17]3[CH2:18][N:19]([CH3:23])[C:20](=[O:22])[O:21]3)[CH2:12][CH2:13]2)[cH:6][cH:7]1. The reactants are Nc1c(Br)cnc(Cl)c1[N+](=O)[O-], CN1CCNCC1, CCO. Product: CN1CCN(c2ncc(Br)c(N)c2[N+](=O)[O-])CC1. As a reaction SMILES: [Br:1][c:2]1[c:3]([NH2:12])[c:4]([N+:9](=[O:10])[O-:11])[c:5]([Cl:8])[n:6][cH:7]1.[CH3:13][N:14]1[CH2:15][CH2:16][NH:17][CH2:18][CH2:19]1.[CH3:20][CH2:21][OH:22]>>[Br:1][c:2]1[c:3]([NH2:12])[c:4]([N+:9](=[O:10])[O-:11])[c:5]([N:17]2[CH2:16][CH2:15][N:14]([CH3:13])[CH2:19][CH2:18]2)[n:6][cH:7]1. Reactants: c1ccc(COCC2COCc3nc4cnc5ccccc5c4n32)cc1, CO, CCOCC, ClC(Cl)Cl, [NH4+], [Na+], O=C([O-])O, [OH-], O, O=C(OO)c1cccc(Cl)c1, O=S(=O)(Cl)Cl, c1ccccc1. Product: Nc1nc2ccccc2c2c1nc1n2C(COCc2ccccc2)COC1. As a reaction SMILES: [CH2:1]([c:2]1[cH:3][cH:4][cH:5][cH:6][cH:7]1)[O:8][CH2:9][CH:10]1[CH2:11][O:12][CH2:13][c:14]2[n:15]1[c:16]1[c:17]([cH:18][n:19][c:20]3[cH:21][cH:22][cH:23][cH:24][c:25]13)[n:26]2.[CH3:60][OH:61].[CH3:62][CH2:63][O:64][CH2:65][CH3:66].[Cl:56][CH:57]([Cl:58])[Cl:59].[NH4+:44].[Na+:42].[O-:38][C:39]([OH:40])=[O:41].[OH-:43].[OH2:67].[OH:27][O:28][C:29]([c:30]1[cH:31][c:32]([Cl:33])[cH:34][cH:35][cH:36]1)=[O:37].[S:45]([Cl:46])([Cl:47])(=[O:48])=[O:49].[cH:50]1[cH:51][cH:52][cH:53][cH:54][cH:55]1>>[CH2:1]([c:2]1[cH:3][cH:4][cH:5][cH:6][cH:7]1)[O:8][CH2:9][CH:10]1[CH2:11][O:12][CH2:13][c:14]2[n:15]1[c:16]1[c:17]([c:18]([NH2:44])[n:19][c:20]3[cH:21][cH:22][cH:23][cH:24][c:25]13)[n:26]2. Reactants: [N+](=O)([O-])C=1C=C(C=CC1)NN (3-nitrophenylhydrazine), [N+](=O)([O-])C1=CC=C(C=C1)NNC=O (2-(4-Nitrophenyl)-1-formylhydrazine). As a reaction SMILES: [N+:1]([C:4]1[CH:5]=[C:6]([NH:10][NH2:11])[CH:7]=[CH:8][CH:9]=1)([O-:3])=[O:2].[N+](C1C=CC(NN[CH:23]=[O:24])=CC=1)([O-])=O>>[N+:1]([C:4]1[CH:5]=[C:6]([NH:10][NH:11][CH:23]=[O:24])[CH:7]=[CH:8][CH:9]=1)([O-:3])=[O:2]. Yields the product [N+](=O)([O-])C=1C=C(C=CC1)NNC=O (2-(3-nitrophenyl)-1-formylhydrazine). Procedure: By reacting 3-nitrophenylhydrazine as in the same manner as (1), 430 g of 2-(3-nitrophenyl)-1-formylhydrazine was obtained. Melting point: 168° to 169° C.